From a dataset of the Open Reaction Database (ORD), a public repository of structured organic reaction records. describe an organic reaction: reactants, conditions, products, and yield Starting materials: ClC1=C(C=CC(=C1)Cl)C=1C=C2[C@H]3CNCC[C@H]3C(C2=CC1)=O (cis-6-(2,4-dichloro-phenyl)-1,2,3,4,4a,9a-hexahydro-3-aza-fluoren-9-one), [SiH](CC)(CC)CC (Et3SiH). Run in FC(C(=O)O)(F)F (trifluoroacetic acid). Conditions: temperature 20 celsius, time 15 hour. The product is ClC1=C(C=CC(=C1)Cl)C=1C=C2[C@H]3CNCC[C@H]3CC2=CC1 (cis-6-(2,4-Dichloro-phenyl)-2,3,4,4a,9,9a-hexahydro-1H-3-aza-fluorene). Reaction SMILES: [Cl:1][C:2]1[CH:7]=[C:6]([Cl:8])[CH:5]=[CH:4][C:3]=1[C:9]1[CH:10]=[C:11]2[C:19](=[CH:20][CH:21]=1)[C:18](=O)[C@H:17]1[C@@H:12]2[CH2:13][NH:14][CH2:15][CH2:16]1.[SiH](CC)(CC)CC>FC(F)(F)C(O)=O>[Cl:1][C:2]1[CH:7]=[C:6]([Cl:8])[CH:5]=[CH:4][C:3]=1[C:9]1[CH:10]=[C:11]2[C:19](=[CH:20][CH:21]=1)[CH2:18][C@H:17]1[C@@H:12]2[CH2:13][NH:14][CH2:15][CH2:16]1. Procedure: To a solution of cis-6-(2,4-dichloro-phenyl)-1,2,3,4,4a,9a-hexahydro-3-aza-fluoren-9-one (40 mg, 0.12 mmol) in trifluoroacetic acid (2.0 mL) was added Et3SiH (62 mg, 0.53 mmol). The reaction mixture was stirred at 20° C. for 15 h then concentrated in vacuo. The residue was basified with NH4OH then extracted with CH2Cl2. The organic layer was dried over MgSO4, filtered and concentrated in vacuo to give the crude title compound. The reactants are Clc1ncnc(Nc2ccc3c(cnn3Cc3ccccc3)c2)n1, CI, [H-], [Na+], CN(C)C=O. The product is CN(c1ccc2c(cnn2Cc2ccccc2)c1)c1ncnc(Cl)n1. RXN SMILES: [CH2:1]([c:2]1[cH:3][cH:4][cH:5][cH:6][cH:7]1)[n:8]1[n:9][cH:10][c:11]2[cH:12][c:13]([NH:17][c:18]3[n:19][cH:20][n:21][c:22]([Cl:24])[n:23]3)[cH:14][cH:15][c:16]12.[CH3:25][I:26].[H-:28].[Na+:27].[O:29]=[CH:30][N:31]([CH3:32])[CH3:33]>>[CH2:1]([c:2]1[cH:3][cH:4][cH:5][cH:6][cH:7]1)[n:8]1[n:9][cH:10][c:11]2[cH:12][c:13]([N:17]([c:18]3[n:19][cH:20][n:21][c:22]([Cl:24])[n:23]3)[CH3:25])[cH:14][cH:15][c:16]12. Procedure details: To a solution of the title compound of Example B (29.37 g, 0.133 mol) and di-tert-butyl oxalate (26.90 g, 0.133 mol) in dry THF (350 ml) was added potassium tert-butoxide (29.84 g, 0.266 mol) and the resulting solution was heated under reflux for 24 h. The mixture was then cooled and the solvent removed in vacuo. The resulting solid was suspended in CH2Cl2 and 1N aqueous HCl was added. The resulting suspension was filtered and the organic filtrate was dried over MgSO4 and concentrated in vacuo. ... The reactants are C1(=CC=CC=C1)NCCC(=O)OC(C)(C)C (1,1-Dimethylethyl 3-(phenylamino)propanoate), C(C(=O)OC(C)(C)C)(=O)OC(C)(C)C (di-tert-butyl oxalate), CC(C)([O-])C.[K+] (potassium tert-butoxide). Reaction SMILES: [C:1]1([NH:7][CH2:8][CH2:9][C:10]([O:12][C:13]([CH3:16])([CH3:15])[CH3:14])=[O:11])[CH:6]=[CH:5][CH:4]=[CH:3][CH:2]=1.[C:17](OC(C)(C)C)(=[O:25])[C:18](OC(C)(C)C)=[O:19].CC(C)([O-])C.[K+]>C1COCC1>[OH:25][C:17]1[C:18](=[O:19])[N:7]([C:1]2[CH:6]=[CH:5][CH:4]=[CH:3][CH:2]=2)[CH2:8][C:9]=1[C:10]([O:12][C:13]([CH3:16])([CH3:15])[CH3:14])=[O:11] |f:2.3|. Product: OC1=C(CN(C1=O)C1=CC=CC=C1)C(=O)OC(C)(C)C (1,1-Dimethylethyl 2,5-dihydro-4-hydroxy-5-oxo-1-phenyl-1H-pyrrole-3-carboxylate). The yield is 52.1%. Run in C1CCOC1 (THF). Reactants: CCOC(=O)NN, CCC(=O)c1ccncc1, CCO. The product is CCOC(=O)NN=C(CC)c1ccncc1. Reaction SMILES: [C:11]([NH:12][NH2:13])(=[O:14])[O:15][CH2:16][CH3:17].[C:1]([CH2:2][CH3:3])(=[O:4])[c:5]1[cH:6][cH:7][n:8][cH:9][cH:10]1.[CH3:18][CH2:19][OH:20]>>[C:1]([CH2:2][CH3:3])([c:5]1[cH:6][cH:7][n:8][cH:9][cH:10]1)=[N:13][NH:12][C:11](=[O:14])[O:15][CH2:16][CH3:17]. Starting materials: C([O-])([O-])=O.[Cs+].[Cs+] (cesium carbonate), ClCC1=NC2=CC=CC=C2C=C1 (2-chloromethyl quinoline), O(C1=CC=CC=C1)CCCCCC(O)C=1C=C(C=CC1)O (3-(6-phenoxy-1-hydroxyhexyl)phenol), C([O-])([O-])=O.[K+].[K+] (potassium carbonate). Reagents/catalysts: [I-].[Na+] (sodium iodide). Solvent: petroleum ether, CCOCC (ether), CC(=O)C (acetone). Product: O(C1=CC=CC=C1)CCCCCC(O)C=1C=C(OCC2=NC3=CC=CC=C3C=C2)C=CC1 (2-[3-(6-phenoxy-1-hydroxyhexyl)phenoxymethyl]quinoline). Isolated yield 59.4%. Reaction SMILES: Cl[CH2:2][C:3]1[CH:12]=[CH:11][C:10]2[C:5](=[CH:6][CH:7]=[CH:8][CH:9]=2)[N:4]=1.[O:13]([CH2:20][CH2:21][CH2:22][CH2:23][CH2:24][CH:25]([C:27]1[CH:28]=[C:29]([OH:33])[CH:30]=[CH:31][CH:32]=1)[OH:26])[C:14]1[CH:19]=[CH:18][CH:17]=[CH:16][CH:15]=1.C(=O)([O-])[O-].[K+].[K+].C(=O)([O-])[O-].[Cs+].[Cs+]>CC(C)=O.[I-].[Na+].CCOCC>[O:13]([CH2:20][CH2:21][CH2:22][CH2:23][CH2:24][CH:25]([C:27]1[CH:28]=[C:29]([CH:30]=[CH:31][CH:32]=1)[O:33][CH2:2][C:3]1[CH:12]=[CH:11][C:10]2[C:5](=[CH:6][CH:7]=[CH:8][CH:9]=2)[N:4]=1)[OH:26])[C:14]1[CH:15]=[CH:16][CH:17]=[CH:18][CH:19]=1 |f:2.3.4,5.6.7,9.10|. Procedure details: A mixture of 2-chloromethyl quinoline (1.1 g; 6.3 mmol), 3-(6-phenoxy-1-hydroxyhexyl)phenol (1.8 g, 6.3 mmol) and finely powdered anhydrous potassium carbonate (1.74 g, 12.6 mmol) in acetone (40 ml) containing catalytic amounts of finely powdered, anhydrous cesium carbonate (0.4, 1.3 mmol) and sodium iodide (0.05 g, 0.33 mmol) was refluxed overnight (15 hours). The reaction mixture was cooled to the room temperature and filtered. The solid residue was washed thrroughly with acetone (3×15 ml), an... Reactants: O=C1Nc2ncc(Br)cc2CN2CCCC12, CCC#N, C=CC(=O)N(C)Cc1oc2ccccc2c1C, CCN(C(C)C)C(C)C, ClCCl, CC(=O)[O-], CC(=O)[O-], CN(C)C=O, [Pd+2]. The product is Cc1c(CN(C)C(=O)C=Cc2cnc3c(c2)CN2CCCC2C(=O)N3)oc2ccccc12. As a reaction SMILES: [Br:27][c:28]1[cH:29][n:30][c:31]2[c:32]([cH:42]1)[CH2:33][N:34]1[CH2:35][CH2:36][CH2:37][CH:38]1[C:39](=[O:41])[NH:40]2.[C:43](#[N:44])[CH2:45][CH3:46].[CH3:1][N:2]([C:3]([CH:4]=[CH2:5])=[O:6])[CH2:7][c:8]1[o:9][c:10]2[c:11]([c:12]1[CH3:13])[cH:14][cH:15][cH:16][cH:17]2.[CH:18]([N:19]([CH:20]([CH3:21])[CH3:22])[CH2:23][CH3:24])([CH3:25])[CH3:26].[Cl:52][CH2:53][Cl:54].[O-:56][C:57]([CH3:58])=[O:59].[O-:60][C:61]([CH3:62])=[O:63].[O:47]=[CH:48][N:49]([CH3:50])[CH3:51].[Pd+2:55]>>[CH3:1][N:2]([C:3]([CH:4]=[CH:5][c:28]1[cH:29][n:30][c:31]2[c:32]([cH:42]1)[CH2:33][N:34]1[CH2:35][CH2:36][CH2:37][CH:38]1[C:39](=[O:41])[NH:40]2)=[O:6])[CH2:7][c:8]1[o:9][c:10]2[c:11]([c:12]1[CH3:13])[cH:14][cH:15][cH:16][cH:17]2. Reactants: O=C([O-])[O-], CC#N, O=C(Cl)OCc1ccccc1, [Cs+], [Cs+], CC(C)C(=O)CCc1ccc(N)cc1. Yields the product CC(C)C(=O)CCc1ccc(NC(=O)OCc2ccccc2)cc1. Reaction SMILES: [C:15](=[O:16])([O-:17])[O-:18].[CH3:32][C:33]#[N:34].[Cl:21][C:22](=[O:23])[O:24][CH2:25][c:26]1[cH:27][cH:28][cH:29][cH:30][cH:31]1.[Cs+:19].[Cs+:20].[NH2:1][c:2]1[cH:3][cH:4][c:5]([CH2:8][CH2:9][C:10]([CH:11]([CH3:12])[CH3:13])=[O:14])[cH:6][cH:7]1>>[NH:1]([c:2]1[cH:3][cH:4][c:5]([CH2:8][CH2:9][C:10]([CH:11]([CH3:12])[CH3:13])=[O:14])[cH:6][cH:7]1)[C:22](=[O:23])[O:24][CH2:25][c:26]1[cH:27][cH:28][cH:29][cH:30][cH:31]1.